describe an organic reaction: reactants, conditions, products, and yield From a dataset of the Open Reaction Database (ORD), a public repository of structured organic reaction records. Starting materials: C(=O)(O)C1=CC=C2C=CNC2=C1 (6-carboxy-1H-indole), C(C)O (ethanol), OS(=O)(=O)O (H2SO4). Conditions: time 4 hour. The product is C(C)OC(=O)C1=CC=C2C=CNC2=C1 (6-Ethoxycarbonyl-1H-indole). Reaction SMILES: [C:1]([C:4]1[CH:12]=[C:11]2[C:7]([CH:8]=[CH:9][NH:10]2)=[CH:6][CH:5]=1)([OH:3])=[O:2].OS(O)(=O)=O.[CH2:18](O)[CH3:19]>>[CH2:18]([O:2][C:1]([C:4]1[CH:12]=[C:11]2[C:7]([CH:8]=[CH:9][NH:10]2)=[CH:6][CH:5]=1)=[O:3])[CH3:19]. Procedure: Combine 6-carboxy-1H-indole and ethanol (110 ml) and cool to 5° C. Add dropwise concentrated H2SO4 (96%, 11.08 ml) while keeping the temperature below 10° C. Heat to reflux. After 4 hours, cool and pour onto ice/water, adjust the pH to about pH 9 and extract with ethyl acetate. Combine the organic extracts, wash with brine, dry (Na2SO4), then concentrate to residue. Chromatograph the residue on silica gel eluting with chloroform to give, after evaporation, the title compound: mp 72–75° C. MS (AC... Reactants: CO, CCOC(C)=O, [N-]=[N+]=NCc1cn(-c2ccc(-n3ccccc3=O)cc2)cn1. Yields the product NCc1cn(-c2ccc(-n3ccccc3=O)cc2)cn1. RXN SMILES: [CH3:23][OH:24].[CH3:25][CH2:26][O:27][C:28]([CH3:29])=[O:30].[N:1](=[N+:2]=[N-:3])[CH2:4][c:5]1[n:6][cH:7][n:8](-[c:10]2[cH:11][cH:12][c:13](-[n:16]3[c:17](=[O:22])[cH:18][cH:19][cH:20][cH:21]3)[cH:14][cH:15]2)[cH:9]1>>[NH2:1][CH2:4][c:5]1[n:6][cH:7][n:8](-[c:10]2[cH:11][cH:12][c:13](-[n:16]3[c:17](=[O:22])[cH:18][cH:19][cH:20][cH:21]3)[cH:14][cH:15]2)[cH:9]1. Reactants: P(=O)(OC1C[C@@H](O)[C@H](O)[C@H](O1)CO)([O-])[O-] (2-Deoxy-D-glucopyranosyl 1-phosphate), C(C)(=O)N[C@H]1C(O)O[C@@H]([C@H]([C@@H]1O)O)CO (N-acetylglucosamine), C1=CN(C(=O)NC1=O)[C@H]2[C@@H]([C@@H]([C@H](O2)COP(=O)(O)OP(=O)(O)O)O)O (UDP), C([C@@H]1[C@H]([C@@H]([C@H]([C@H](O1)OP(=O)(O)O)O)O)O)OP(=O)(O)O (glucose 1, 6-diphosphate). Yields the product C(C)(=O)N[C@H]1C(O)O[C@@H]([C@H]([C@@H]1O)O[C@H]1C[C@@H](O)[C@@H](O)[C@H](O1)CO)CO (2-acetamido-2-deoxy-4-O-(2-deoxy-β-D-lyxohexopyranosyl)-D-glucopyranose). RXN SMILES: P([O-])([O-])(O[CH:4]1[O:11][C@H:10]([CH2:12][OH:13])[C@@H:8]([OH:9])[C@H:6]([OH:7])[CH2:5]1)=O.[C:16]([NH:19][C@@H:20]1[C@@H:26]([OH:27])[C@H:25]([OH:28])[C@@H:24]([CH2:29][OH:30])[O:23][CH:21]1[OH:22])(=[O:18])[CH3:17].C1C(=O)NC(=O)N([C@@H]2O[C@H](COP(OP(O)(O)=O)(O)=O)[C@@H](O)[C@H]2O)C=1.C(OP(O)(O)=O)[C@H]1O[C@H](OP(O)(O)=O)[C@H](O)[C@@H](O)[C@@H]1O>>[C:16]([NH:19][C@@H:20]1[C@@H:26]([OH:27])[C@H:25]([O:28][C@@H:4]2[O:11][C@H:10]([CH2:12][OH:13])[C@H:8]([OH:9])[C@H:6]([OH:7])[CH2:5]2)[C@@H:24]([CH2:29][OH:30])[O:23][CH:21]1[OH:22])(=[O:18])[CH3:17]. Reported procedure: 2-Deoxyglucose 6-phosphate (2, 60 mg, 190 μmol), N-acetylglucosamine (6, 71 mg, 321 μmol), UDP (2 mg, 5 μmol), PEP (44 mg, 210 μmol), glucose 1, 6-diphosphate (0.1 mg) and bovine serum albumin (BSA, 5 mg) are dissolved in 10 ml of deoxygenated buffer. The enzymes are subsequently added: Reactants: C=CCCCCCC (1-octene), C[SiH](Cl)C (dimethylchlorosilane). Reagents/catalysts: [H+].[H+].Cl[Pt-2](Cl)(Cl)(Cl)(Cl)Cl (chloroplatinic acid). The solvent is C1(=CC=CC=C1)C (toluene). Conditions: temperature 70 celsius, time 30 minute. Yields the product C(CCCCCCC)[Si](Cl)(C)C (octyldimethylchlorosilane). Yield: 88.0%. As a reaction SMILES: [CH2:1]=[CH:2][CH2:3][CH2:4][CH2:5][CH2:6][CH2:7][CH3:8].[CH3:9][SiH:10]([CH3:12])[Cl:11]>[H+].[H+].Cl[Pt-2](Cl)(Cl)(Cl)(Cl)Cl.C1(C)C=CC=CC=1>[CH2:1]([Si:10]([CH3:12])([CH3:9])[Cl:11])[CH2:2][CH2:3][CH2:4][CH2:5][CH2:6][CH2:7][CH3:8] |f:2.3.4|. Procedure details: 123 g (1.1 mol) 1-octene and 100 microliters of a 2% toluene solution of chloroplatinic acid were placed in a 500-mL four-neck flask equipped with a stirrer, thermometer, addition funnel, and condenser and were heated to 70° C. After the temperature had been raised, the heating mantle was removed and 94.5 g (1 mol) dimethylchlorosilane was added dropwise from the addition funnel. Heat generation was observed immediately, and the dropwise addition was carried out gradually so as to avoid having t... Starting materials: CS (Methanethiol), C([O-])([O-])=O.[K+].[K+] (potassium carbonate), [N+](=O)([O-])C1=C(C#N)C=CC(=C1)C(F)(F)F (2-nitro-4-trifluoromethylbenzonitrile). Run in CC(=O)C (acetone), CC(=O)C (acetone). Run at temperature 20 celsius, time 23 hour. The product is CSC1=C(C#N)C=CC(=C1)C(F)(F)F (2-methylthio-4-trifluoromethylbenzonitrile). Yield: 88.5%. Reaction SMILES: [CH3:1][SH:2].C(=O)([O-])[O-].[K+].[K+].[N+]([C:12]1[CH:19]=[C:18]([C:20]([F:23])([F:22])[F:21])[CH:17]=[CH:16][C:13]=1[C:14]#[N:15])([O-])=O>CC(C)=O>[CH3:1][S:2][C:12]1[CH:19]=[C:18]([C:20]([F:23])([F:22])[F:21])[CH:17]=[CH:16][C:13]=1[C:14]#[N:15] |f:1.2.3|. Reported procedure: Methanethiol (278 g, 5.78M) was added during 20 minutes to a stirred mixture of acetone (5 litres) and potassium carbonate (593 g, 4.29M) at −15° C. A solution of 2-nitro-4-trifluoromethylbenzonitrile (618 g, 2.86M) in acetone (500 ml) was added during 10 minutes. The mixture was allowed to warm to 20° C. with stirring for 23 hours and then heated at 55° C. for 2 hours to remove most of the methanethiol and then flushed with nitrogen for 4 hours. The mixture was poured onto ice/water, the solid ...